Dataset: the Open Reaction Database (ORD), a public repository of structured organic reaction records. Task: describe an organic reaction: reactants, conditions, products, and yield Starting materials: C(CCCCCCCCC)OC1=CC(=C2C=CC=3C(=CC(=C4C=CC1=C2C34)S(=O)(=O)[O-])S(=O)(=O)[O-])S(=O)(=O)[O-] (1-decyloxypyrene-3,6,8-trisulfonate), [OH-].[Na+] (Sodium hydroxide), Cl (hydrochloric acid). The solvent is O (water). Product: [Na+].[Na+].C(CCCCCCCCC)OC1=CC(=C2C=CC=3C(=CC(=C4C=CC1=C2C34)S(=O)(=O)[O-])S(=O)(=O)[O-])O (1-Decyloxy-3-hydroxypyrene-6,8-disulfonic acid disodium salt). As a reaction SMILES: [OH-:1].[Na+:2].C([O:13][C:14]1[C:27]2=[C:28]3[C:29]4[C:24]([CH:25]=[CH:26]2)=[C:23]([S:30]([O-:33])(=[O:32])=[O:31])[CH:22]=[C:21]([S:34]([O-:37])(=[O:36])=[O:35])[C:20]=4[CH:19]=[CH:18][C:17]3=[C:16](S([O-])(=O)=O)[CH:15]=1)CCCCCCCCC.Cl>O>[Na+:2].[Na+:2].[CH2:26]([O:1][C:16]1[C:17]2=[C:28]3[C:29]4[C:20]([CH:19]=[CH:18]2)=[C:21]([S:34]([O-:37])(=[O:35])=[O:36])[CH:22]=[C:23]([S:30]([O-:33])(=[O:32])=[O:31])[C:24]=4[CH:25]=[CH:26][C:27]3=[C:14]([OH:13])[CH:15]=1)[CH2:27][CH2:14][CH2:15][CH2:16][CH2:17][CH2:18][CH2:19][CH2:20][CH3:29] |f:0.1,5.6.7|. Procedure: 14.5 g Sodium hydroxide and 9.0 g water are heated to ca. 130° C. and 8.53 g 1-decyloxypyrene-3,6,8-trisulfonate (structure IV, R=decyl, M=Na) are added to the melt in small portions under stirring. The temperature is raised within 30 min to 190° C. The mixture is cooled, cautiously acidified with concentrated hydrochloric acid, and the resulting precipitate is filtered and recrystallized from a saturated aqueous salt solution. For further purification it is recrystallized from aqueous ethanol. ... Starting materials: ClCCCC(CCCCC)OC(C)=O (1-chloro-4-acetoxynonane), C(C)(=O)OC(CCCN(C#N)CCCCCCC(=O)OCC)CCCC(C)C (ethyl 7-[N-(4 -acetoxy-8-methylnonyl)cyanamido]heptanoate), ClCCCC(CCCC(C)C)OC(C)=O (1-chloro-4-acetoxy-8-methylnonane), product. Product: OC(CCCN(C#N)CCCCCCC(=O)O)CCCC(C)C (7-[N-(4-hydroxy-8-methylnonyl)cyanamido]-heptanoic acid). As a reaction SMILES: ClCCCC(OC(=O)C)CCCCC.ClCCCC(OC(=O)C)CCCC(C)C.C([O:33][CH:34]([CH2:52][CH2:53][CH2:54][CH:55]([CH3:57])[CH3:56])[CH2:35][CH2:36][CH2:37][N:38]([CH2:41][CH2:42][CH2:43][CH2:44][CH2:45][CH2:46][C:47]([O:49]CC)=[O:48])[C:39]#[N:40])(=O)C>>[OH:33][CH:34]([CH2:52][CH2:53][CH2:54][CH:55]([CH3:57])[CH3:56])[CH2:35][CH2:36][CH2:37][N:38]([CH2:41][CH2:42][CH2:43][CH2:44][CH2:45][CH2:46][C:47]([OH:49])=[O:48])[C:39]#[N:40]. Procedure details: The synthesis of this compound is carried out initially as described in Example 1 except that, in Step A, the 1-chloro-4-acetoxynonane is replaced by an equimolar amount of 1-chloro-4-acetoxy-8-methylnonane (Example B, Step 3). The product of Step A is thus ethyl 7-[N-(4 -acetoxy-8-methylnonyl)cyanamido]heptanoate. The hydrolysis (Step B) affords 7-[N-(4-hydroxy-8-methylnonyl)cyanamido]-heptanoic acid. This product is then treated as described in Example 3, Step A, to yield the subject compound ... The reactants are ( B ), BrC1=CC(=C(C=C1F)[C@H](C)N[S@](=O)C(C)(C)C)F ((R)—N—((S)-1-(4-bromo-2,5-difluorophenyl)ethyl)-2-methylpropane-2-sulfinamide), C1(CCCCC1)P(C1=C(C=CC=C1)C1=C(C(=CC=C1OC)S(=O)(=O)[O-])OC)C1CCCCC1.[Na+] (sodium 2′-(dicyclohexylphosphino)-2,6-dimethoxy-[1,1′-biphenyl]-3-sulfonate), FC(C1=NC=CC(=C1)B(O)O)(F)F ((2-(trifluoromethyl)pyridin-4-yl)boronic acid), C(=O)([O-])[O-].[K+].[K+] (K2CO3). The reagents and catalysts are C=1C=CC(=CC1)/C=C/C(=O)/C=C/C2=CC=CC=C2.C=1C=CC(=CC1)/C=C/C(=O)/C=C/C2=CC=CC=C2.C=1C=CC(=CC1)/C=C/C(=O)/C=C/C2=CC=CC=C2.[Pd].[Pd] (Pd2dba3). The solvent is CCOC(=O)C (EtOAc), O (water), O1CCOCC1.O (dioxane H2O). Conditions: temperature 110 celsius, time 2 hour. Yields the product FC1=C(C=C(C(=C1)C1=CC(=NC=C1)C(F)(F)F)F)[C@H](C)N[S@](=O)C(C)(C)C ((R)—N—((S)-1-(2,5-difluoro-4-(2-(trifluoromethyl)pyridin-4-yl)phenyl)ethyl)-2-methylpropane-2-sulfinamide). As a reaction SMILES: Br[C:2]1[C:7]([F:8])=[CH:6][C:5]([C@@H:9]([NH:11][S@@:12]([C:14]([CH3:17])([CH3:16])[CH3:15])=[O:13])[CH3:10])=[C:4]([F:18])[CH:3]=1.C1(P(C2CCCCC2)C2C=CC=CC=2C2C(OC)=CC=C(S([O-])(=O)=O)C=2OC)CCCCC1.[Na+].[F:53][C:54]([F:65])([F:64])[C:55]1[CH:60]=[C:59](B(O)O)[CH:58]=[CH:57][N:56]=1.C([O-])([O-])=O.[K+].[K+]>O1CCOCC1.O.CCOC(C)=O.O.C1C=CC(/C=C/C(/C=C/C2C=CC=CC=2)=O)=CC=1.C1C=CC(/C=C/C(/C=C/C2C=CC=CC=2)=O)=CC=1.C1C=CC(/C=C/C(/C=C/C2C=CC=CC=2)=O)=CC=1.[Pd].[Pd]>[F:18][C:4]1[CH:3]=[C:2]([C:59]2[CH:58]=[CH:57][N:56]=[C:55]([C:54]([F:65])([F:64])[F:53])[CH:60]=2)[C:7]([F:8])=[CH:6][C:5]=1[C@@H:9]([NH:11][S@@:12]([C:14]([CH3:17])([CH3:16])[CH3:15])=[O:13])[CH3:10] |f:1.2,4.5.6,7.8,11.12.13.14.15|. Reported procedure: To a solution of (R)—N—((S)-1-(4-bromo-2,5-difluorophenyl)ethyl)-2-methylpropane-2-sulfinamide (230 mg, 0.676 mmol) in dioxane/H2O (5 mL/1 mL) was added sodium 2′-(dicyclohexylphosphino)-2,6-dimethoxy-[1,1′-biphenyl]-3-sulfonate (34.7 mg, 0.068 mmol), (2-(trifluoromethyl)pyridin-4-yl)boronic acid (194 mg, 1.014 mmol), K2CO3 (234 mg, 1.690 mmol) followed by Pd2dba3 (31.0 mg, 0.034 mmol). The reaction mixture was sealed and heated to 110° C. and stirred for 2 hours. LCMS show complete conversion. ... The reactants are ClC1=C(C=CC(=C1)Cl)C=1N=C(C(=NC1CC)N[C@@H]1CN(C[C@@H]1OCC)C=1SC=CN1)CC (5-(2,4-dichlorophenyl)-N-[(3R,4S)-4-ethoxy-1-(1,3-thiazol-2-yl)pyrrolidin-3-yl]-3,6-diethylpyrazin-2-amine), BrC1=CC=NC=C1 (4-bromo pyridine). Product: ClC1=C(C=CC(=C1)Cl)C=1N=C(C(=NC1CC)N[C@@H]1CN(C[C@@H]1OCC)C1=CC=NC=C1)CC (5-(2,4-dichlorophenyl)-N-[(3R,4S)-4-ethoxy-1-pyridin-4-ylpyrrolidin-3-yl]-3,6-diethylpyrazin-2-amine). As a reaction SMILES: [Cl:1][C:2]1[CH:7]=[C:6]([Cl:8])[CH:5]=[CH:4][C:3]=1[C:9]1[N:10]=[C:11]([CH2:31][CH3:32])[C:12]([NH:17][C@H:18]2[C@@H:22]([O:23][CH2:24][CH3:25])[CH2:21][N:20]([C:26]3SC=CN=3)[CH2:19]2)=[N:13][C:14]=1[CH2:15][CH3:16].BrC1[CH:39]=[CH:38][N:37]=[CH:36][CH:35]=1>>[Cl:1][C:2]1[CH:7]=[C:6]([Cl:8])[CH:5]=[CH:4][C:3]=1[C:9]1[N:10]=[C:11]([CH2:31][CH3:32])[C:12]([NH:17][C@H:18]2[C@@H:22]([O:23][CH2:24][CH3:25])[CH2:21][N:20]([C:26]3[CH:39]=[CH:38][N:37]=[CH:36][CH:35]=3)[CH2:19]2)=[N:13][C:14]=1[CH2:15][CH3:16]. Reported procedure: Following the procedure for the preparation of 5-(2,4-dichlorophenyl)-N-[(3R,4S)-4-ethoxy-1-(1,3-thiazol-2-yl)pyrrolidin-3-yl]-3,6-diethylpyrazin-2-amine but substituting 4-bromo pyridine provided the title compound as an amporphous solid: 1H NMR (400 MHz, CDCl3) δ) 8.23, 7.50, 7.35, 7.28, 6.50, 5.30, 4.90, 4.29, 3.95, 3.76, 3.65–3.58, 3.42, 2.73, 2.49, 1.35–1.27, 1.16; IR (diffuse reflectance) 2971 (s), 2497 (w), 2388 (w), 2350 (w), 2338 (w), 2328 (w), 1596 (s), 1569, 1550 (s), 1516, 1508, 1499...